describe an organic reaction: reactants, conditions, products, and yield From a dataset of the Open Reaction Database (ORD), a public repository of structured organic reaction records. The reactants are ClCC(=O)Cl (chloroacetyl chloride), C(C)C1OC(OC1)CNC1=C(C=CC=C1)OC (N-(4-Ethyl-1,3-dioxolan-2-ylmethyl)-2-methoxyaniline), C(C)OCC (diethyl ether), C([O-])([O-])=O.[Na+].[Na+] (sodium carbonate). Run in O (water). Reaction conditions: temperature 5 celsius, time 1 hour. The product is C(C)C1OC(OC1)CN(C1=CC=CC=C1)C(C(Cl)OC)=O (N-(4-ethyl-1,3-dioxolan-2-ylmethyl)-2-methoxy-α-chloroacetanilide). RXN SMILES: [CH2:1]([CH:3]1[CH2:7][O:6][CH:5]([CH2:8][NH:9][C:10]2[CH:15]=[CH:14][CH:13]=[CH:12][C:11]=2OC)[O:4]1)[CH3:2].[CH2:18]([O:20][CH2:21]C)C.[C:23](=[O:26])([O-])[O-].[Na+].[Na+].[Cl:29]CC(Cl)=O>O>[CH2:1]([CH:3]1[CH2:7][O:6][CH:5]([CH2:8][N:9]([C:23](=[O:26])[CH:18]([O:20][CH3:21])[Cl:29])[C:10]2[CH:11]=[CH:12][CH:13]=[CH:14][CH:15]=2)[O:4]1)[CH3:2] |f:2.3.4|. Reported procedure: N-(4-Ethyl-1,3-dioxolan-2-ylmethyl)-2-methoxyaniline (0.25 mole), diethyl ether (30 ml), sodium carbonate (35.5 grams) and water (50 ml) are charged into a glass reaction vessel equipped with stirrer, thermometer and cooling means. The mixture is cooled to about 5° C. and chloroacetyl chloride (0.28 mole) is added dropwise with stirring. After the addition is completed, stirring is continued for 1 hour. After this time the organic phase is separated from the aqueous phase and is filtered. The fi... Starting materials: Cl.COC([C@@H](NC(CN(CC1=CC=CC2=CC=CC=C12)C[C@H]1NCCC1)=O)CCSC)=O (N-(pyrrolidin-2(S)-ylmethyl)-N-(1-naphthylmethyl)-glycyl-methionine methyl ester hydrochloride), Cl.N1C(=NC=C1)CC(=O)O (imidazoleacetic acid hydrochloride), O.OC1=CC=CC=2NN=NC21 (hydroxybenzotriazole hydrate), CCN=C=NCCCN(C)C.Cl (EDC hydrochloride), TEA. The solvent is CN(C)C=O (DMF). Reaction conditions: time 3 hour. The product is COC([C@@H](NC(CN(CC1=CC=CC2=CC=CC=C12)C[C@H]1N(CCC1)C(CC=1N=CNC1)=O)=O)CCSC)=O (N-[1-(4-imidazoleacetyl)pyrrolidin-2(S)-ylmethyl]-N-(1-naphthylmethyl)glycyl-methionine methyl ester). As a reaction SMILES: Cl.[CH3:2][O:3][C:4](=[O:32])[C@H:5]([CH2:28][CH2:29][S:30][CH3:31])[NH:6][C:7](=[O:27])[CH2:8][N:9]([CH2:21][C@@H:22]1[CH2:26][CH2:25][CH2:24][NH:23]1)[CH2:10][C:11]1[C:20]2[C:15](=[CH:16][CH:17]=[CH:18][CH:19]=2)[CH:14]=[CH:13][CH:12]=1.Cl.[NH:34]1[CH:38]=[CH:37][N:36]=[C:35]1CC(O)=O.O.[OH:44][C:45]1C2N=NNC=2C=C[CH:46]=1.CCN=C=NCCCN(C)C.Cl>CN(C=O)C>[CH3:2][O:3][C:4](=[O:32])[C@H:5]([CH2:28][CH2:29][S:30][CH3:31])[NH:6][C:7](=[O:27])[CH2:8][N:9]([CH2:21][C@@H:22]1[CH2:26][CH2:25][CH2:24][N:23]1[C:45](=[O:44])[CH2:46][C:37]1[N:36]=[CH:35][NH:34][CH:38]=1)[CH2:10][C:11]1[C:20]2[C:15](=[CH:16][CH:17]=[CH:18][CH:19]=2)[CH:14]=[CH:13][CH:12]=1 |f:0.1,2.3,4.5,6.7|. Reported procedure: N-(pyrrolidin-2(S)-ylmethyl)-N-(1-naphthylmethyl)-glycyl-methionine methyl ester hydrochloride (0.200 g, 0.387 mmol), imidazoleacetic acid hydrochloride (0.094 g, 0.581 mmol), hydroxybenzotriazole hydrate (0.086 g, 0.639 mmol), EDC hydrochloride (0.134 g, 0.697 mmol) and TEA (0.340 mL, 2.44 mmol) were dissolved in dry DMF (4 mL) and stirred under Ar for 3 h. The mixture was concentrated in vacuo and the residue taken up in aq satd NaHCO3 soln and extracted with EtOAc (2×40 mL). The organics were... Reactants: NC1=NC(=C(C(=N1)C=1OC=CC1)C#N)S(=O)C (2-amino-4-furan-2-yl-6-methanesulfinyl-pyrimidine-5-carbonitrile), CC1=CC=C(CN)C=C1 (4-methylbenzylamine). The solvent is COCCOC (DME). Product: NC1=NC(=C(C(=N1)C=1OC=CC1)C#N)NCC1=CC=C(C=C1)C (2-Amino-4-furan-2-yl-6-(4-methyl-benzylamino)-pyrimidine-5-carbonitrile). As a reaction SMILES: [NH2:1][C:2]1[N:7]=[C:6]([C:8]2[O:9][CH:10]=[CH:11][CH:12]=2)[C:5]([C:13]#[N:14])=[C:4](S(C)=O)[N:3]=1.[CH3:18][C:19]1[CH:26]=[CH:25][C:22]([CH2:23][NH2:24])=[CH:21][CH:20]=1>COCCOC>[NH2:1][C:2]1[N:7]=[C:6]([C:8]2[O:9][CH:10]=[CH:11][CH:12]=2)[C:5]([C:13]#[N:14])=[C:4]([NH:24][CH2:23][C:22]2[CH:25]=[CH:26][C:19]([CH3:18])=[CH:20][CH:21]=2)[N:3]=1. Reported procedure: From 2-amino-4-furan-2-yl-6-methanesulfinyl-pyrimidine-5-carbonitrile and 4-methylbenzylamine in DME. ES-MS m/e (%): 306 (M+H+, 100). Reactants: C(C)(=O)OC(C)=O (acetic anhydride), C([O-])(O)=O.[Na+] (sodium bicarbonate), BrC1=C(C=C(C=C1)O)N(CC1=CC(=C(C=C1)OCCN1CCCCC1)F)CC (4-bromo-3-{ethyl[3-fluoro-4-(2-piperidin-1-ylethoxy)benzyl]amino}phenol), C(C)(=O)N(C=1C=C(C=CC1Br)OC(C)=O)CC1=CC(=C(C=C1)OCCN1CCCCC1)F (acetic acid 3-{acetyl-[3-fluoro-4-(2-piperidin-1-ylethoxy)benzyl]amino}-4-bromophenyl ester). Run in N1=CC=CC=C1 (pyridine). Conditions: time 8 hour. Product: BrC1=C(C=C(C=C1)OC(C)=O)N(CC1=CC(=C(C=C1)OCCN1CCCCC1)F)CC (Acetic acid 4-bromo-3-{ethyl[3-fluoro-4-(2-piperidin-1-ylethoxy)benzyl]amino}phenyl ester). Isolated yield 68.6%. RXN SMILES: BrC1C=CC(O)=CC=1N(CC)CC1C=CC(OCCN2CCCCC2)=C(F)C=1.[C:29]([N:32]([CH2:44][C:45]1[CH:50]=[CH:49][C:48]([O:51][CH2:52][CH2:53][N:54]2[CH2:59][CH2:58][CH2:57][CH2:56][CH2:55]2)=[C:47]([F:60])[CH:46]=1)[C:33]1[CH:34]=[C:35]([O:40][C:41](=[O:43])[CH3:42])[CH:36]=[CH:37][C:38]=1[Br:39])(=O)[CH3:30].C(OC(=O)C)(=O)C.C(=O)(O)[O-].[Na+]>N1C=CC=CC=1>[Br:39][C:38]1[CH:37]=[CH:36][C:35]([O:40][C:41](=[O:43])[CH3:42])=[CH:34][C:33]=1[N:32]([CH2:29][CH3:30])[CH2:44][C:45]1[CH:50]=[CH:49][C:48]([O:51][CH2:52][CH2:53][N:54]2[CH2:55][CH2:56][CH2:57][CH2:58][CH2:59]2)=[C:47]([F:60])[CH:46]=1 |f:3.4|. Reported procedure: To the total amount of 4-bromo-3-{ethyl[3-fluoro-4-(2-piperidin-1-ylethoxy)benzyl]amino}phenol crude product, which was synthesized from acetic acid 3-{acetyl-[3-fluoro-4-(2-piperidin-1-ylethoxy)benzyl]amino}-4-bromophenyl ester (300 mg) synthesized according to an analogous synthetic method to Example 337 described below, were added pyridine (3 ml) and acetic anhydride (3 ml), and the solution was stirred overnight at room temperature. To reaction mixture was added a saturated aqueous solution ... Starting materials: COc1ccccc1CC(=O)O, COCCOC, C(=NC1CCCCC1)=NC1CCCCC1, NCCCNCCCCNCCCN. Yields the product COc1ccccc1CC(=O)NCCCNCCCCNCCCN. As a reaction SMILES: [CH3:1][O:2][c:3]1[c:4]([CH2:9][C:10](=[O:11])[OH:12])[cH:5][cH:6][cH:7][cH:8]1.[CH3:42][O:43][CH2:44][CH2:45][O:46][CH3:47].[CH:13]1([N:14]=[C:15]=[N:16][CH:17]2[CH2:18][CH2:19][CH2:20][CH2:21][CH2:22]2)[CH2:23][CH2:24][CH2:25][CH2:26][CH2:27]1.[NH2:28][CH2:29][CH2:30][CH2:31][NH:32][CH2:33][CH2:34][CH2:35][CH2:36][NH:37][CH2:38][CH2:39][CH2:40][NH2:41]>>[CH3:1][O:2][c:3]1[c:4]([CH2:9][C:10](=[O:12])[NH:41][CH2:40][CH2:39][CH2:38][NH:37][CH2:36][CH2:35][CH2:34][CH2:33][NH:32][CH2:31][CH2:30][CH2:29][NH2:28])[cH:5][cH:6][cH:7][cH:8]1. The reactants are C(C)(=O)O (acetic acid), C(C1=CC=CC=C1)OC(N(CC1=CC=C(C=C1)NC(C1=CC=C(C=C1)CNCC=1NC=CN1)=O)C1CCCCC1)=O (cyclohexyl-[4-(4-{[(1H-imidazol-2-ylmethyl)amino]methyl}benzoylamino)benzyl]carbamic acid benzyl ester), CN1C(=NC=C1)C=O (1-methyl-2-imidazole carboxaldehyde), C(#N)[BH3-].[Na+] (sodium cyanoborohydride). Run in CO (methanol). Conditions: time 16 hour. Yields the product C(C1=CC=CC=C1)OC(N(CC1=CC=C(C=C1)NCC1=CC=C(C=C1)CN(CC=1N(C=CN1)C)CC=1NC=CN1)C1CCCCC1)=O (cyclohexyl-[4-(4-{[(1H-imidazol-2-ylmethyl)-(1-methyl-1H-imidazol-2-ylmethyl)amino]methyl}benzylamino)benzyl]carbamic acid benzyl ester). The yield is 79.5%. Reaction SMILES: [CH2:1]([O:8][C:9](=[O:41])[N:10]([CH:35]1[CH2:40][CH2:39][CH2:38][CH2:37][CH2:36]1)[CH2:11][C:12]1[CH:17]=[CH:16][C:15]([NH:18][C:19](=O)[C:20]2[CH:25]=[CH:24][C:23]([CH2:26][NH:27][CH2:28][C:29]3[NH:30][CH:31]=[CH:32][N:33]=3)=[CH:22][CH:21]=2)=[CH:14][CH:13]=1)[C:2]1[CH:7]=[CH:6][CH:5]=[CH:4][CH:3]=1.[CH3:42][N:43]1[CH:47]=[CH:46][N:45]=[C:44]1[CH:48]=O.C([BH3-])#N.[Na+].C(O)(=O)C>CO>[CH2:1]([O:8][C:9](=[O:41])[N:10]([CH:35]1[CH2:36][CH2:37][CH2:38][CH2:39][CH2:40]1)[CH2:11][C:12]1[CH:13]=[CH:14][C:15]([NH:18][CH2:19][C:20]2[CH:25]=[CH:24][C:23]([CH2:26][N:27]([CH2:28][C:29]3[NH:33][CH:32]=[CH:31][N:30]=3)[CH2:48][C:44]3[N:43]([CH3:42])[CH:47]=[CH:46][N:45]=3)=[CH:22][CH:21]=2)=[CH:16][CH:17]=1)[C:2]1[CH:7]=[CH:6][CH:5]=[CH:4][CH:3]=1 |f:2.3|. Reported procedure: The compound (236 mg) obtained in Example 87-4 and 1-methyl-2-imidazole carboxaldehyde (46.5 mg) were dissolved in anhydrous methanol (7.1 ml). The solution was added with sodium cyanoborohydride (54.0 mg) and then adjusted to pH 5 with acetic acid, followed by stirring at room temperature for 16 hours. After the reaction, the solvent was distilled off. A 1 mol/l sodium hydroxide aqueous solution was added to the residue, and chloroform extraction was then carried out. The extract was washed wit... Starting materials: FC(S(=O)(=O)OS(=O)(=O)C(F)(F)F)(F)F (Trifluoromethane sulfonic anhydride), N1=CC=CC=C1 (pyridine), COC(CC1=CC=C(C=C1)O)=O ((4-hydroxy-phenyl)-acetic acid methyl ester). The solvent is C(C)OCC (diethyl ether). Conditions: temperature -40 celsius, time 10 minute. Yields the product COC(CC1=CC=C(C=C1)OS(=O)(=O)C(F)(F)F)=O ((4-Trifluoromethanesulfonyloxy-phenyl)-acetic Acid Methyl Ester). As a reaction SMILES: [F:1][C:2]([F:15])([F:14])[S:3]([O:6]S(C(F)(F)F)(=O)=O)(=[O:5])=[O:4].N1C=CC=CC=1.[CH3:22][O:23][C:24](=[O:33])[CH2:25][C:26]1[CH:31]=[CH:30][C:29](O)=[CH:28][CH:27]=1>C(OCC)C>[CH3:22][O:23][C:24](=[O:33])[CH2:25][C:26]1[CH:27]=[CH:28][C:29]([O:6][S:3]([C:2]([F:15])([F:14])[F:1])(=[O:5])=[O:4])=[CH:30][CH:31]=1. Procedure: Trifluoromethane sulfonic anhydride (32.2 mmol) was added dropwise over 5 minutes to a −40° C. pyridine (70 mL) solution of (4-hydroxy-phenyl)-acetic acid methyl ester (5.35 g, 32.2 mmol). The reaction was stirred at −40° C. for 10 minutes and then at 0° C. for 2 hours. The reaction was diluted with diethyl ether and washed with water and 2N hydrochloric acid. The organic portion was dried over magnesium sulfate and concentrated in vacuo. The crude residue was chromatographed on a Biotage Flash ...